From a dataset of the Open Reaction Database (ORD), a public repository of structured organic reaction records. describe an organic reaction: reactants, conditions, products, and yield Reactants: [Cl-].[Al+3].[Cl-].[Cl-] (aluminum chloride), C(C)(=O)Cl (acetyl chloride), Cl (hydrochloric acid), COC1=CC2=C(C(CN(CC2)C(C(F)(F)F)=O)C)C=C1 (7-methoxy-1-methyl-3-(trifluoroacetyl)-2,3,4,5-tetrahydro-1H-3-benzazepine). Run in ClCCl (dichloromethane), C(Cl)(Cl)Cl (chloroform), O (water), ClCCl (dichloromethane). Product: OC=1C(=CC2=C(CCN(CC2C)C(C(F)(F)F)=O)C1)C(C)=O (1-[8-hydroxy-5-methyl-3-(trifluoroacetyl)-2,3,4,5-tetrahydro-1H-3-benzazepine-7-yl]ethanone). RXN SMILES: [Cl-].[Al+3].[Cl-].[Cl-].[C:5](Cl)(=[O:7])[CH3:6].C[O:10][C:11]1[CH:28]=[CH:27][C:14]2[CH:15]([CH3:26])[CH2:16][N:17]([C:20](=[O:25])[C:21]([F:24])([F:23])[F:22])[CH2:18][CH2:19][C:13]=2[CH:12]=1.Cl>ClCCl.C(Cl)(Cl)Cl.O>[OH:7][C:5]1[C:28]([C:11](=[O:10])[CH3:12])=[CH:27][C:14]2[CH:15]([CH3:26])[CH2:16][N:17]([C:20](=[O:25])[C:21]([F:24])([F:22])[F:23])[CH2:18][CH2:19][C:13]=2[CH:6]=1 |f:0.1.2.3|. Procedure details: To a mixed liquid of 9.3 g of aluminum chloride in 30 ml of dichloromethane was added dropwise 1.6 ml of acetyl chloride under ice-cooling, followed by stirring. Then, a solution of 5 g of 7-methoxy-1-methyl-3-(trifluoroacetyl)-2,3,4,5-tetrahydro-1H-3-benzazepine in 70 ml of dichloromethane was added thereto, followed by stirring for 13 hours while slowly elevating the temperature to room temperature. The reaction mixture was ice-cooled, and 30 ml of 1 M hydrochloric acid was added dropwise ther... The reactants are BrC=1C(=NC=C(C(=O)NC2=CC=C(C=C2)SC(F)(F)F)C1)N(C)CCO (5-bromo-6-((2-hydroxyethyl)(methyl)amino)-N-(4-((trifluoromethyl)thio)phenyl)nicotinamide), FC=1C=NC=C(C1)B1OC(C(O1)(C)C)(C)C (3-fluoro-5-(4,4,5,5-tetramethyl-1,3,2-dioxaborolan-2-yl)pyridine). Product: FC=1C=C(C=NC1)C=1C(=NC=C(C1)C(=O)NC1=CC=C(C=C1)SC(F)(F)F)N(C)CCO (5′-Fluoro-2-((2-hydroxyethyl)(methyl)amino)-N-(4-((trifluoromethyl)thio)phenyl)-[3,3′-bipyridine]-5-carboxamide). Reaction SMILES: Br[C:2]1[C:3]([N:22]([CH2:24][CH2:25][OH:26])[CH3:23])=[N:4][CH:5]=[C:6]([CH:21]=1)[C:7]([NH:9][C:10]1[CH:15]=[CH:14][C:13]([S:16][C:17]([F:20])([F:19])[F:18])=[CH:12][CH:11]=1)=[O:8].[F:27][C:28]1[CH:29]=[N:30][CH:31]=[C:32](B2OC(C)(C)C(C)(C)O2)[CH:33]=1>>[F:27][C:28]1[CH:33]=[C:32]([C:2]2[C:3]([N:22]([CH2:24][CH2:25][OH:26])[CH3:23])=[N:4][CH:5]=[C:6]([C:7]([NH:9][C:10]3[CH:15]=[CH:14][C:13]([S:16][C:17]([F:20])([F:19])[F:18])=[CH:12][CH:11]=3)=[O:8])[CH:21]=2)[CH:31]=[N:30][CH:29]=1. Procedure: The title compound was prepared in an analogous fashion to that described in Example 185 using 5-bromo-6-((2-hydroxyethyl)(methyl)amino)-N-(4-((trifluoromethyl)thio)phenyl)nicotinamide (Stage 192.1) and 3-fluoro-5-(4,4,5,5-tetramethyl-1,3,2-dioxaborolan-2-yl)pyridine to afford an off-white foam. HPLC (Condition 4) tR=5.7 min, UPLC-MS (Condition 3) tR=1.10 min, m/z=467.3 [M+H]+; 1H-NMR (400 MHz, DMSO-d6) δ ppm 2.69 (s, 3H) 3.41-3.63 (m, 4H) 4.66 (t, J=5.28 Hz, 1H) 7.68 (d, J=8.99 Hz, 2H) 7.82-7.9... Starting materials: CC(C)(C)c1cccc(S(=O)(=O)Cl)c1, Nc1ccc(C(F)(F)F)nc1I, O, c1ccncc1. The product is CC(C)(C)c1cccc(S(=O)(=O)Nc2ccc(C(F)(F)F)nc2I)c1. As a reaction SMILES: [C:1]([CH3:2])([CH3:3])([CH3:4])[c:5]1[cH:6][c:7]([S:11](=[O:12])(=[O:13])[Cl:14])[cH:8][cH:9][cH:10]1.[I:15][c:16]1[n:17][c:18]([C:23]([F:24])([F:25])[F:26])[cH:19][cH:20][c:21]1[NH2:22].[OH2:33].[cH:27]1[cH:28][cH:29][n:30][cH:31][cH:32]1>>[C:1]([CH3:2])([CH3:3])([CH3:4])[c:5]1[cH:6][c:7]([S:11](=[O:12])(=[O:13])[NH:22][c:21]2[c:16]([I:15])[n:17][c:18]([C:23]([F:24])([F:25])[F:26])[cH:19][cH:20]2)[cH:8][cH:9][cH:10]1. Starting materials: C(C)(C)(C)OC(NCCCCNC(C1=CC=C(C=C1)C(NCCCCNC(=O)OC(C)(C)C)=O)=O)=O ({4-[4-(4-tert-Butoxycarbonylamino-butylcarbamoyl)-benzoylamino]-butyl}-carbamic acid tert-butyl ester), C(=O)(C(F)(F)F)O (TFA). Conditions: time 8 hour. Yields the product NCCCCNC(C1=CC=C(C(=O)NCCCCN)C=C1)=O (N,N′-Bis-(4-aminobutyl)-terephthalamide). RXN SMILES: C(OC(=O)[NH:7][CH2:8][CH2:9][CH2:10][CH2:11][NH:12][C:13](=[O:35])[C:14]1[CH:19]=[CH:18][C:17]([C:20](=[O:34])[NH:21][CH2:22][CH2:23][CH2:24][CH2:25][NH:26]C(OC(C)(C)C)=O)=[CH:16][CH:15]=1)(C)(C)C.C(O)(C(F)(F)F)=O>>[NH2:7][CH2:8][CH2:9][CH2:10][CH2:11][NH:12][C:13](=[O:35])[C:14]1[CH:19]=[CH:18][C:17]([C:20]([NH:21][CH2:22][CH2:23][CH2:24][CH2:25][NH2:26])=[O:34])=[CH:16][CH:15]=1. Reported procedure: {4-[4-(4-tert-Butoxycarbonylamino-butylcarbamoyl)-benzoylamino]-butyl}-carbamic acid tert-butyl ester (0.49 g) is treated with neat TFA (5 mL) and allowed to stand at RT overnight. The acid is removed in vacuo to afford the title compound as a yellow solid. Alternatively, deprotection can be carried out using 33% HBr is acetic acid. [M+H]+ 307.22 Procedure: A mixture of N-(7-bromoisoquinolin-3-yl)cyclopropanecarboxamide (200 mg, 0.68 mmol), 4-chloro-2-methylphenylboronic acid (138.72 mg, 0.816 mmol), cesium carbonate (268 mg, 0.816 mmol) and [1,1′-bis(diphenylphosphino)ferrocene]dichloropalladium(II) (25 mg, 0.05 eq) in acetonitrile/water (10 mL, 10:1) was stirred at 130° C. under microwave irradiation for 30 min under nitrogen. The reaction mixture was diluted with ethyl acetate (20 mL) and filtered. The solid was washed with ethyl acetate (20 mL×... As a reaction SMILES: Br[C:2]1[CH:11]=[C:10]2[C:5]([CH:6]=[C:7]([NH:12][C:13]([CH:15]3[CH2:17][CH2:16]3)=[O:14])[N:8]=[CH:9]2)=[CH:4][CH:3]=1.[Cl:18][C:19]1[CH:24]=[CH:23][C:22](B(O)O)=[C:21]([CH3:28])[CH:20]=1.C(=O)([O-])[O-].[Cs+].[Cs+]>C(#N)C.O.C(OCC)(=O)C.C1C=CC(P(C2C=CC=CC=2)[C-]2C=CC=C2)=CC=1.C1C=CC(P(C2C=CC=CC=2)[C-]2C=CC=C2)=CC=1.Cl[Pd]Cl.[Fe+2]>[Cl:18][C:19]1[CH:24]=[CH:23][C:22]([C:2]2[CH:11]=[C:10]3[C:5]([CH:6]=[C:7]([NH:12][C:13]([CH:15]4[CH2:17][CH2:16]4)=[O:14])[N:8]=[CH:9]3)=[CH:4][CH:3]=2)=[C:21]([CH3:28])[CH:20]=1 |f:2.3.4,5.6,8.9.10.11|. Reactants: BrC1=CC=C2C=C(N=CC2=C1)NC(=O)C1CC1 (N-(7-bromoisoquinolin-3-yl)cyclopropanecarboxamide), ClC1=CC(=C(C=C1)B(O)O)C (4-chloro-2-methylphenylboronic acid), C([O-])([O-])=O.[Cs+].[Cs+] (cesium carbonate). Reaction conditions: temperature 130 celsius, time 30 minute. The solvent is C(C)(=O)OCC (ethyl acetate), C(C)#N.O (acetonitrile water). Yields the product ClC1=CC(=C(C=C1)C1=CC=C2C=C(N=CC2=C1)NC(=O)C1CC1)C (N-(7-(4-chloro-2-methylphenyl)isoquinolin-3-yl)cyclopropanecarboxamide). Yield: 41.3%. Reagents/catalysts: C1=CC=C(C=C1)P([C-]2C=CC=C2)C3=CC=CC=C3.C1=CC=C(C=C1)P([C-]2C=CC=C2)C3=CC=CC=C3.Cl[Pd]Cl.[Fe+2] ([1,1′-bis(diphenylphosphino)ferrocene]dichloropalladium(II)). Reactants: C(C1=CC=CC=C1)C1CCNCC1 (4-benzylpiperidine), ClCC(=O)N1C=2N(C(=CC1)C1=C(C=CC(=C1)Cl)Cl)N=CC2C#N (4-(Chloroacetyl)-7-(2,5-dichlorophenyl)-4.5-dihydropyrazolo[1.5-a]pyrimidine-3-carbonitrile). The product is ClC1=C(C=C(C=C1)Cl)C1=CCN(C=2N1N=CC2C#N)C(CN2CCC(CC2)CC2=CC=CC=C2)=O (7-(2,5-Dichlorophenyl)-4,5-dihydro-4-[[4-(phenylmethyl)-1-piperidinyl]acetyl]pyrazolo[1,5-a]pyrimidine-3-carbonitrile). RXN SMILES: [CH2:1]([CH:8]1[CH2:13][CH2:12][NH:11][CH2:10][CH2:9]1)[C:2]1[CH:7]=[CH:6][CH:5]=[CH:4][CH:3]=1.Cl[CH2:15][C:16]([N:18]1[CH2:23][CH:22]=[C:21]([C:24]2[CH:29]=[C:28]([Cl:30])[CH:27]=[CH:26][C:25]=2[Cl:31])[N:20]2[N:32]=[CH:33][C:34]([C:35]#[N:36])=[C:19]12)=[O:17]>>[Cl:31][C:25]1[CH:26]=[CH:27][C:28]([Cl:30])=[CH:29][C:24]=1[C:21]1[N:20]2[N:32]=[CH:33][C:34]([C:35]#[N:36])=[C:19]2[N:18]([C:16](=[O:17])[CH2:15][N:11]2[CH2:12][CH2:13][CH:8]([CH2:1][C:2]3[CH:7]=[CH:6][CH:5]=[CH:4][CH:3]=3)[CH2:9][CH2:10]2)[CH2:23][CH:22]=1. Reported procedure: The above compound was prepared by the reaction of 4-benzylpiperidine with the compound of Example 9 by the procedure of Example 16, mp 157°-158° C. Reactants: FC(C1=C(C=CC=C1)CC(=O)O)(F)F (2-(2-(trifluoromethyl)phenyl)acetic acid), ClC=1C=C2C(NC3(CCNCC3)C2=C(C1)Cl)=O (5,7-dichlorospiro[isoindoline-1,4′-piperidin]-3-one). The product is ClC=1C=C2C(NC3(CCN(CC3)C(CC3=C(C=CC=C3)C(F)(F)F)=O)C2=C(C1)Cl)=O (5,7-dichloro-1′-(2-(2-(trifluoromethyl)phenyl)acetyl)spiro[isoindoline-1,4′-piperidin]-3-one). As a reaction SMILES: [F:1][C:2]([F:14])([F:13])[C:3]1[CH:8]=[CH:7][CH:6]=[CH:5][C:4]=1[CH2:9][C:10]([OH:12])=O.[Cl:15][C:16]1[CH:17]=[C:18]2[C:27](=[C:28]([Cl:30])[CH:29]=1)[C:21]1([CH2:26][CH2:25][NH:24][CH2:23][CH2:22]1)[NH:20][C:19]2=[O:31]>>[Cl:15][C:16]1[CH:17]=[C:18]2[C:27](=[C:28]([Cl:30])[CH:29]=1)[C:21]1([CH2:26][CH2:25][N:24]([C:10](=[O:12])[CH2:9][C:4]3[CH:5]=[CH:6][CH:7]=[CH:8][C:3]=3[C:2]([F:1])([F:14])[F:13])[CH2:23][CH2:22]1)[NH:20][C:19]2=[O:31]. Reported procedure: The title compound was prepared following a procedure analogous to that described in Example 31 using 2-(2-(trifluoromethyl)phenyl)acetic acid and 5,7-dichlorospiro[isoindoline-1,4′-piperidin]-3-one. LC-MS Method 3 tR=1.246, min, m/z=457; 1H NMR (CDCl3) 1.43 (d, 2H), 2.62 (m, 1H), 2.78 (m, 1H), 2.90 (t, 1H), 3.40 (t, 1H), 3.88-4.11 (m, 3H), 4.93 (d, 1H), 7.43 (m, 2H), 7.54 (m, 2H), 7.70 (d, 1H), 7.77 (s, 1H), 8.74 (s, 1H) Starting materials: C=C(CO)CO, Cc1ccc(S(=O)(=O)O)cc1, Cc1ccccc1, CCCc1c(Cc2ccc(-c3ccccc3C#N)cc2)c(=O)n(C2CCC(=O)CC2)c2ncnn12. Yields the product C=C1COC2(CCC(n3c(=O)c(Cc4ccc(-c5ccccc5C#N)cc4)c(CCC)n4ncnc34)CC2)OC1. Reaction SMILES: [CH2:36]=[C:37]([CH2:38][OH:39])[CH2:40][OH:41].[CH3:42][c:43]1[cH:44][cH:45][c:46]([S:47](=[O:48])(=[O:49])[OH:50])[cH:51][cH:52]1.[CH3:53][c:54]1[cH:55][cH:56][cH:57][cH:58][cH:59]1.[O:1]=[c:2]1[n:3]([CH:29]2[CH2:30][CH2:31][C:32](=[O:35])[CH2:33][CH2:34]2)[c:4]2[n:5]([c:6]([CH2:23][CH2:24][CH3:25])[c:7]1[CH2:8][c:9]1[cH:10][cH:11][c:12](-[c:15]3[c:16]([C:21]#[N:22])[cH:17][cH:18][cH:19][cH:20]3)[cH:13][cH:14]1)[n:26][cH:27][n:28]2>>[O:1]=[c:2]1[n:3]([CH:29]2[CH2:30][CH2:31][C:32]3([CH2:33][CH2:34]2)[O:35][CH2:40][C:37](=[CH2:36])[CH2:38][O:39]3)[c:4]2[n:5]([c:6]([CH2:23][CH2:24][CH3:25])[c:7]1[CH2:8][c:9]1[cH:10][cH:11][c:12](-[c:15]3[c:16]([C:21]#[N:22])[cH:17][cH:18][cH:19][cH:20]3)[cH:13][cH:14]1)[n:26][cH:27][n:28]2. Reactants: O=C(NCC(O)CCC(NC(CCc1ccccc1)C(=O)O)C(=O)N1CCCC1C(=O)O)OCc1ccccc1, CCO. The product is NCC(O)CCC(NC(CCc1ccccc1)C(=O)O)C(=O)N1CCCC1C(=O)O. Reaction SMILES: [CH2:1]([O:2][C:3](=[O:4])[NH:11][CH2:12][CH:13]([CH2:14][CH2:15][CH:16]([C:17](=[O:18])[N:19]1[CH:20]([C:21](=[O:22])[OH:23])[CH2:24][CH2:25][CH2:26]1)[NH:27][CH:28]([CH2:29][CH2:30][c:31]1[cH:32][cH:33][cH:34][cH:35][cH:36]1)[C:37](=[O:38])[OH:39])[OH:40])[c:5]1[cH:6][cH:7][cH:8][cH:9][cH:10]1.[CH3:41][CH2:42][OH:43]>>[NH2:11][CH2:12][CH:13]([CH2:14][CH2:15][CH:16]([C:17](=[O:18])[N:19]1[CH:20]([C:21](=[O:22])[OH:23])[CH2:24][CH2:25][CH2:26]1)[NH:27][CH:28]([CH2:29][CH2:30][c:31]1[cH:32][cH:33][cH:34][cH:35][cH:36]1)[C:37](=[O:38])[OH:39])[OH:40]. Run in CN(C=O)C (dimethylformamide), CN(C=O)C (dimethylformamide), CN(C=O)C (dimethylformamide). Yields the product COC1=C(C=CC=C1)N1C(=NC=C1)SC (1-(2-methoxyphenyl)-2-methylthio-1H-imidazole). Starting materials: CI (methyl iodide), COC1=C(C=CC=C1)N1C(NCC1)=S (1-(2-methoxyphenyl)imidazoline-2-thione), [H-].[Na+] (sodium hydride). As a reaction SMILES: [CH3:1][O:2][C:3]1[CH:8]=[CH:7][CH:6]=[CH:5][C:4]=1[N:9]1[CH2:13][CH2:12][NH:11][C:10]1=[S:14].[H-].[Na+].[CH3:17]I>CN(C)C=O>[CH3:1][O:2][C:3]1[CH:8]=[CH:7][CH:6]=[CH:5][C:4]=1[N:9]1[CH:13]=[CH:12][N:11]=[C:10]1[S:14][CH3:17] |f:1.2|. Conditions: temperature 0 celsius. Procedure details: A solution of 8.1 g (0.039 mol) of this 1-(2-methoxyphenyl)imidazoline-2-thione in 88 ml of dimethylformamide is added dropwise, under nitrogen at 0° C., to a suspension of 1.19 g (0.047 mol) of sodium hydride (95%) in 88 ml of anhydrous dimethylformamide. The reaction mixture is stirred for ¾ h at 0° C. 2.7 ml (0.043 mol) of methyl iodide previously diluted in 24 ml of dimethylformamide are added and the mixture is stirred for 1 hour at 0° C. The reaction mixture is poured over ice, extracted t... The yield is 100.1%.